The task is: describe an organic reaction: reactants, conditions, products, and yield. This data is from the Open Reaction Database (ORD), a public repository of structured organic reaction records. The reactants are FC1=CC=C(C=N1)N1C(NC(C1=O)(C)C)=O (3-(6-fluoro-3-pyridinyl)-5,5-dimethyl-2,4-imidazolidinedione), FC1=CC=C(C=N1)N1C(NC(C1=O)(C)C)=O (3-(6-fluoro-3-pyridinyl)-5,5-dimethyl-2,4-imidazolidinedione), C([O-])([O-])=O.[K+].[K+] (potassium carbonate), FC(OC=1C=C(C=CC1)O)(F)F (3-[(trifluoromethyl)oxy]phenol), C(C)OCC (diethylether). Solvent: CN(C=O)C (dimethylformamide), O (water). Run at temperature 120 celsius, time 22 hour. Product: CC1(C(N(C(N1)=O)C=1C=NC(=CC1)OC1=CC(=CC=C1)OC(F)(F)F)=O)C (5,5-dimethyl-3-[6-({3-[(trifluoromethyl)oxy]phenyl}oxy)-3-pyridinyl]-2,4-imidazolidinedione). Yield: 53.9%. RXN SMILES: [F:1][C:2]([F:12])([F:11])[O:3][C:4]1[CH:5]=[C:6]([OH:10])[CH:7]=[CH:8][CH:9]=1.F[C:14]1[N:19]=[CH:18][C:17]([N:20]2[C:24](=[O:25])[C:23]([CH3:27])([CH3:26])[NH:22][C:21]2=[O:28])=[CH:16][CH:15]=1.C(=O)([O-])[O-].[K+].[K+].C(OCC)C>CN(C)C=O.O>[CH3:26][C:23]1([CH3:27])[NH:22][C:21](=[O:28])[N:20]([C:17]2[CH:18]=[N:19][C:14]([O:10][C:6]3[CH:7]=[CH:8][CH:9]=[C:4]([O:3][C:2]([F:11])([F:12])[F:1])[CH:5]=3)=[CH:15][CH:16]=2)[C:24]1=[O:25] |f:2.3.4|. Reported procedure: 3-[(trifluoromethyl)oxy]phenol (19.95 mg, 0.112 mmol) was dissolved in 1 mL of dimethylformamide. 3-(6-fluoro-3-pyridinyl)-5,5-dimethyl-2,4-imidazolidinedione (Intermediate 106, 25 mg) and potassium carbonate (31.0 mg, 0.224 mmol) were added. The reaction mixture was stirred at 120° C. during 22 hours. Some diethylether (4 mL) and water (4 mL) were added. The aqueous layer was extracted 4 times with diethylether. The gathered organic layers were dried over sodium sulphate and evaporated giving a... The reactants are solution, [C@@H]1([C@H](O)[C@H](O)[C@@H](CO)O1)N1C=NC=2C(O)=NC=NC12 (inosine), P(=O)(O)(O)[O-].[K+] (potassium dihydrogenphosphate), [C@@H]1([C@H](O)[C@H](O)[C@@H](CO)O1)N1C(=O)NC(=O)C=C1 (uridine), [C@@H]1([C@H](O)[C@H](O)[C@@H](CO)O1)N1C=NC=2C(=O)NC(N)=NC12 (guanosine), saccharide, [C@@H]1([C@H](O)[C@H](O)[C@@H](CO)O1)N1C=NC=2C(N)=NC=NC12 (adenosine), N1N=C(N=C1)C(=O)N (1, 2, 4-triazole-3-carboxamide), N1N=NC=C1 (triazole), [C@@H]1([C@H](O)[C@H](O)[C@@H](CO)O1)N1C(=O)N=C(N)C=C1 (cytidine). Product: C1=NC(=NN1[C@H]2[C@@H]([C@@H]([C@H](O2)CO)O)O)C(=O)N (ribavirin). As a reaction SMILES: [NH:1]1[CH:5]=[N:4][C:3]([C:6]([NH2:8])=[O:7])=[N:2]1.N1C=CN=N1.[C@@H:14]1(N2C=CC(=O)NC2=O)[O:22][C@H:19]([CH2:20][OH:21])[C@@H:17]([OH:18])[C@H:15]1[OH:16].[C@@H]1(N2C3N=CN=C(O)C=3N=C2)O[C@H](CO)[C@@H](O)[C@H]1O.[C@@H]1(N2C=CC(N)=NC2=O)O[C@H](CO)[C@@H](O)[C@H]1O.[C@@H]1(N2C3N=CN=C(N)C=3N=C2)O[C@H](CO)[C@@H](O)[C@H]1O.[C@@H]1(N2C3N=C(N)NC(=O)C=3N=C2)O[C@H](CO)[C@@H](O)[C@H]1O.P([O-])(O)(O)=O.[K+]>>[CH:5]1[N:1]([C@@H:14]2[O:22][C@H:19]([CH2:20][OH:21])[C@@H:17]([OH:18])[C@H:15]2[OH:16])[N:2]=[C:3]([C:6]([NH2:8])=[O:7])[N:4]=1 |f:7.8|. Procedure: By using a substrate solution (pH 6.0) containing 40 mM 1, 2, 4-triazole-3-carboxamide (hereinafter called "triazole") as the base donor, 40 mM uridine, inosine, cytidine, adenosine or guanosine as the saccharide residue donor and 40 mM potassium dihydrogenphosphate, ribavirin was produced in the same manner as in Example 1. The results are shown in Table 7. Reactants: C1=CC(=CC=C1N)N (p-phenylenediamine), 690, O (DI water). The solvent is CC(=O)O[Na] (CH3COONa). Reaction conditions: time 1 hour. The product is C1(=CC=CC2=CC=CC=C12)O (1-naphthol). Reaction SMILES: [CH:1]1[C:6](N)=[CH:5][CH:4]=[C:3](N)[CH:2]=1.[OH2:9]>CC(O[Na])=O>[C:1]1([OH:9])[C:6]2[C:5](=[CH:6][CH:1]=[CH:2][CH:3]=2)[CH:4]=[CH:3][CH:2]=1. Procedure details: A 0.5 mg/ml solution of a first compound (p-phenylenediamine, “A”) and a 0.5 mg/ml solution of a second compound (1-naphthol, “B”) was prepared by dissolving the compound in the appropriate amount of 0.1 M CH3COONa, pH 5.5, buffer. A total volume of 100 ml was used in each LOM beaker. 100 ml “A” was added to one beaker and 50 ml “A” and 50 ml “B” were combined to form 100 ml in a second beaker. Swatches of the materials listed above were wetted in DI water and soaked in the precursor solutions. ... Reactants: ClC1=NC=C(C(=N1)N)C (2-chloro-5-methyl-pyrimidin-4-ylamine), CN1CCN(CC1)C1=CC=C(C=C1)N (4-(4-methyl-piperazin-1-yl)-phenylamine). Solvent: C(C)(=O)O (acetic acid). Reaction conditions: temperature 100 celsius. The product is CC=1C(=NC(=NC1)NC1=CC=C(C=C1)N1CCN(CC1)C)N (5-Methyl-N2-[4-(4-methyl-piperazin-1-yl)-phenyl]-pyrimidine-2,4-diamine), solid. The yield is 63.0%. Reaction SMILES: Cl[C:2]1[N:7]=[C:6]([NH2:8])[C:5]([CH3:9])=[CH:4][N:3]=1.[CH3:10][N:11]1[CH2:16][CH2:15][N:14]([C:17]2[CH:22]=[CH:21][C:20]([NH2:23])=[CH:19][CH:18]=2)[CH2:13][CH2:12]1>C(O)(=O)C>[CH3:9][C:5]1[C:6]([NH2:8])=[N:7][C:2]([NH:23][C:20]2[CH:19]=[CH:18][C:17]([N:14]3[CH2:13][CH2:12][N:11]([CH3:10])[CH2:16][CH2:15]3)=[CH:22][CH:21]=2)=[N:3][CH:4]=1. Reported procedure: A mixture of 2-chloro-5-methyl-pyrimidin-4-ylamine (1.0 g, 6.9 mmol) and 4-(4-methyl-piperazin-1-yl)-phenylamine (1.5 mL, 7.8 mmol) in acetic acid (15 mL) was heated at 100° C. for 2.5 h. The mixture was allowed to cool to room temperature and acetic acid removed under reduced pressure. The residue was taken in water (20 mL) and the mixture was neutralized with 10% NaOH solution until solid precipitated. After filtration and washed with water, the title compound was obtained as a grey solid (1.3... Procedure: Diethyl-1,4-cyclohexanedione-2,5-dicarboxylate is reacted with bromine in cold sulfuric acid (0°-10° C.) to provide the aromatized product, diethyl-2,5-dihydroxyterephthalate. Hydrolysis of the diethyl-2,5-dihydroxyterephthalate by refluxing in aqueous sodium hydroxide followed by acidification with HCl provides 2,5-dihydroxyterephthalic acid. The diacid may be converted to the diacid halide by reaction with thionyl halide in diethyl ether. Yields the product OC1=C(C(=O)O)C=C(C(=C1)C(=O)O)O (2,5-dihydroxyterephthalic acid). Starting materials: C(C)OC(C1=C(C=C(C(=O)OCC)C(=C1)O)O)=O (diethyl-2,5-dihydroxyterephthalate), Cl (HCl). RXN SMILES: C([O:3][C:4](=[O:18])[C:5]1[CH:15]=[C:14]([OH:16])[C:8]([C:9]([O:11]CC)=[O:10])=[CH:7][C:6]=1[OH:17])C.Cl>[OH-].[Na+]>[OH:16][C:14]1[CH:15]=[C:5]([C:4]([OH:18])=[O:3])[C:6]([OH:17])=[CH:7][C:8]=1[C:9]([OH:11])=[O:10] |f:2.3|. Solvent: [OH-].[Na+] (sodium hydroxide). Starting materials: Cc1cc([N+](=O)[O-])cc(C)c1-n1cccc(CCO[Si](c2ccccc2)(c2ccccc2)C(C)(C)C)c1=O, C1CCOC1, [H][H]. Product: Cc1cc(N)cc(C)c1-n1cccc(CCO[Si](c2ccccc2)(c2ccccc2)C(C)(C)C)c1=O. As a reaction SMILES: [C:1]([CH3:2])([CH3:3])([CH3:4])[Si:5]([O:6][CH2:7][CH2:8][c:9]1[c:10](=[O:26])[n:11](-[c:15]2[c:16]([CH3:25])[cH:17][c:18]([N+:22]([O-:23])=[O:24])[cH:19][c:20]2[CH3:21])[cH:12][cH:13][cH:14]1)([c:27]1[cH:28][cH:29][cH:30][cH:31][cH:32]1)[c:33]1[cH:34][cH:35][cH:36][cH:37][cH:38]1.[CH2:41]1[O:42][CH2:43][CH2:44][CH2:45]1.[H:39][H:40]>>[C:1]([CH3:2])([CH3:3])([CH3:4])[Si:5]([O:6][CH2:7][CH2:8][c:9]1[c:10](=[O:26])[n:11](-[c:15]2[c:16]([CH3:25])[cH:17][c:18]([NH2:22])[cH:19][c:20]2[CH3:21])[cH:12][cH:13][cH:14]1)([c:27]1[cH:28][cH:29][cH:30][cH:31][cH:32]1)[c:33]1[cH:34][cH:35][cH:36][cH:37][cH:38]1.